Dataset: the Open Reaction Database (ORD), a public repository of structured organic reaction records. Task: describe an organic reaction: reactants, conditions, products, and yield The reactants are C(O[C@@H]1[C@H](O[C@H](C1)N1C(N=C2C(=C1)C=C(O2)C2=CC=C(C=C2)CCCCC)=O)CO[Si](C)(C)C(C)(C)C)(OCC2=CC=CC=C2)=O ((2R,3S,5R)-5-(2-oxo-6-(4-pentylphenyl)furo[2,3-d]pyrimidin-3 (2H)-yl)-2-((tert-butyldimethylsilyloxy)methyl)-tetrahydrofuran-3-yl benzyl carbonate), C1CCC(CC1)N=C=NC2CCCCC2 (DCC), N([C@@H](C(C)C)C(=O)O)C(=O)OCC1=CC=CC=C1 (Cbz-Val-OH). The reagents and catalysts are CN(C)C=1C=CN=CC1 (DMAP). Run in C1CCOC1 (THF). Run at time 2 hour. The product is C(C1=CC=CC=C1)OC(=O)N[C@H](C(=O)OC[C@H]1O[C@H](C[C@@H]1OC(=O)OCC1=CC=CC=C1)N1C(N=C2C(=C1)C=C(O2)C2=CC=C(C=C2)CCCCC)=O)C(C)C ((S)-((2R,3S,5R)-3-(Benzyloxycarbonyloxy)-5-(2-oxo-6-(4-pentylphenyl)furo[2,3-d]pyrimidin-3(2H)-yl)-tetrahydrofuran-2-yl)methyl 2-(benzyloxycarbonylamino)-3-methylbutanoate). As a reaction SMILES: [C:1](=[O:46])([O:38][CH2:39][C:40]1[CH:45]=[CH:44][CH:43]=[CH:42][CH:41]=1)[O:2][C@H:3]1[CH2:7][C@H:6]([N:8]2[CH:13]=[C:12]3[CH:14]=[C:15]([C:17]4[CH:22]=[CH:21][C:20]([CH2:23][CH2:24][CH2:25][CH2:26][CH3:27])=[CH:19][CH:18]=4)[O:16][C:11]3=[N:10][C:9]2=[O:28])[O:5][C@@H:4]1[CH2:29][O:30][Si](C(C)(C)C)(C)C.C1CCC(N=C=NC2CCCCC2)CC1.[NH:62]([C:70]([O:72][CH2:73][C:74]1[CH:79]=[CH:78][CH:77]=[CH:76][CH:75]=1)=[O:71])[C@H:63]([C:67](O)=[O:68])[CH:64]([CH3:66])[CH3:65]>CN(C1C=CN=CC=1)C.C1COCC1>[CH2:73]([O:72][C:70]([NH:62][C@@H:63]([CH:64]([CH3:66])[CH3:65])[C:67]([O:30][CH2:29][C@@H:4]1[C@@H:3]([O:2][C:1]([O:38][CH2:39][C:40]2[CH:45]=[CH:44][CH:43]=[CH:42][CH:41]=2)=[O:46])[CH2:7][C@H:6]([N:8]2[CH:13]=[C:12]3[CH:14]=[C:15]([C:17]4[CH:18]=[CH:19][C:20]([CH2:23][CH2:24][CH2:25][CH2:26][CH3:27])=[CH:21][CH:22]=4)[O:16][C:11]3=[N:10][C:9]2=[O:28])[O:5]1)=[O:68])=[O:71])[C:74]1[CH:79]=[CH:78][CH:77]=[CH:76][CH:75]=1. Procedure details: To a 25 mL flask was added 53 mg (0.1 mmol) of (2R,3S,5R)-5-(2-oxo-6-(4-pentylphenyl)furo[2,3-d]pyrimidin-3 (2H)-yl)-2-((tert-butyldimethylsilyloxy)methyl)-tetrahydrofuran-3-yl benzyl carbonate, 12 mg (0.1 mmol) of DMAP, 31 mg (0.15 mmol) of DCC, 30 mg (0.12 mmol) of Cbz-Val-OH, and 5 mL of THF. The mixture was stirred at rt for 2 h. Starting materials: C[Sn](C)(C)C (tetramethyltin), C(Cl)(Cl)Cl (CHCl3), BrC1=C(C=C(C=2N=CNC21)Br)N (4,7-dibromo-5-aminobenzimidazole), CN(C)C=O (DMF). Reagents/catalysts: Cl[Pd]([P](C1=CC=CC=C1)(C2=CC=CC=C2)C3=CC=CC=C3)([P](C4=CC=CC=C4)(C5=CC=CC=C5)C6=CC=CC=C6)Cl (bis(triphenylphosphine)palladium(II) chloride). Conditions: temperature 140 celsius, time 24 hour. Product: desired product, CC1=C(C=C(C=2N=CNC21)C)N (4,7-dimethyl-5-aminobenzimidazole). The yield is 29.0%. RXN SMILES: Br[C:2]1[C:10]2[NH:9]C=N[C:6]=2[C:5](Br)=[CH:4][C:3]=1[NH2:12].C[Sn](C)(C)C.[CH:18](Cl)(Cl)Cl.C[N:23]([CH:25]=O)[CH3:24]>Cl[Pd](Cl)([P](C1C=CC=CC=1)(C1C=CC=CC=1)C1C=CC=CC=1)[P](C1C=CC=CC=1)(C1C=CC=CC=1)C1C=CC=CC=1>[CH3:18][C:2]1[C:3]2[NH:12][CH:25]=[N:23][C:24]=2[C:5]([CH3:4])=[CH:6][C:10]=1[NH2:9] |^1:29,48|. Procedure: A solution of 4,7-dibromo-5-aminobenzimidazole (1.5 g, 5.1 mmol) in 10 ml of DMF was transferred into pressure bottle under Ar2. To the solution was added tetramethyltin (3.6 ml, 20 mmol) and bis(triphenylphosphine)palladium(II) chloride (200 mg). The resulting reaction mixture was stirred at 140° C. for 24 h and concentrated in vacuo, yielding a dark oil which was subjected to column chromatography (40% EtOAC/CHCl3) to yield 0.34 g (1.5 mmol, 29%) of the desired product as well as 0.75 g of 4,7... RXN SMILES: [C:2](#[C:3][CH2:4][CH2:5][CH2:6][CH2:7][CH2:8][CH2:9][CH2:10][CH3:11])[c:12]1[cH:13][cH:14][c:15]([CH2:16][NH:17][CH2:18][c:19]2[cH:20][cH:21][c:22]([O:29][CH2:30][C:31](=[O:32])[O:33][CH3:34])[c:23]([C:24](=[O:25])[O:26][CH3:27])[cH:28]2)[cH:35][cH:36]1.[CH3:37][C:38]([Cl:39])=[O:40].[ClH:1]>>[C:2](#[C:3][CH2:4][CH2:5][CH2:6][CH2:7][CH2:8][CH2:9][CH2:10][CH3:11])[c:12]1[cH:13][cH:14][c:15]([CH2:16][N:17]([CH2:18][c:19]2[cH:20][cH:21][c:22]([O:29][CH2:30][C:31](=[O:32])[O:33][CH3:34])[c:23]([C:24](=[O:25])[O:26][CH3:27])[cH:28]2)[C:38]([CH3:37])=[O:40])[cH:35][cH:36]1. Yields the product CCCCCCCCC#Cc1ccc(CN(Cc2ccc(OCC(=O)OC)c(C(=O)OC)c2)C(C)=O)cc1. The reactants are CCCCCCCCC#Cc1ccc(CNCc2ccc(OCC(=O)OC)c(C(=O)OC)c2)cc1, CC(=O)Cl, Cl. Isolated yield 51.9%. Procedure details: A solution of 4-chloro-6-methoxy-7-(3-(pyrrolidin-1-yl)propoxy)quinazoline (1.76 g, 5.47 mmol), (prepared as described for the starting material in Example 9), 4-fluoro-5-hydroxyindole (0.992 g, 6.57 mmol), (prepared as described for the starting material in Example 242), in DMF (25 ml) containing potassium carbonate (1.14 g; 8.21 mmol) was heated at 95° C. for 1 hour. After cooling, the mixture was filtered and washed with DMF. The filtrate was evaporated and the residue was purified by column ... Reaction conditions: temperature 95 celsius. Yields the product FC1=C2C=CNC2=CC=C1OC1=NC=NC2=CC(=C(C=C12)OC)OCCCN1CCCC1 (4-(4-fluoroindol-5-yloxy)-6-methoxy-7-(3-(pyrrolidin-1-yl)propoxy)quinazoline). The reactants are ClC1=NC=NC2=CC(=C(C=C12)OC)OCCCN1CCCC1 (4-chloro-6-methoxy-7-(3-(pyrrolidin-1-yl)propoxy)quinazoline), FC1=C2C=CNC2=CC=C1O (4-fluoro-5-hydroxyindole), C([O-])([O-])=O.[K+].[K+] (potassium carbonate). RXN SMILES: Cl[C:2]1[C:11]2[C:6](=[CH:7][C:8]([O:14][CH2:15][CH2:16][CH2:17][N:18]3[CH2:22][CH2:21][CH2:20][CH2:19]3)=[C:9]([O:12][CH3:13])[CH:10]=2)[N:5]=[CH:4][N:3]=1.[F:23][C:24]1[C:32]([OH:33])=[CH:31][CH:30]=[C:29]2[C:25]=1[CH:26]=[CH:27][NH:28]2.C(=O)([O-])[O-].[K+].[K+]>CN(C=O)C>[F:23][C:24]1[C:32]([O:33][C:2]2[C:11]3[C:6](=[CH:7][C:8]([O:14][CH2:15][CH2:16][CH2:17][N:18]4[CH2:22][CH2:21][CH2:20][CH2:19]4)=[C:9]([O:12][CH3:13])[CH:10]=3)[N:5]=[CH:4][N:3]=2)=[CH:31][CH:30]=[C:29]2[C:25]=1[CH:26]=[CH:27][NH:28]2 |f:2.3.4|. Run in CN(C)C=O (DMF). The reactants are FC=1C(=C(C=C(C1F)F)N)N (3,4,5-trifluoro-1,2-phenylenediamine), C(C(=O)O)(=O)O (oxalic acid). Run in Cl (HCl). Run at time 8 hour. Product: FC1=C2NC(C(NC2=CC(=C1F)F)=O)=O (5,6,7-Trifluoro-1,4-dihydro-2,3-quinoxalinedione). Yield: 36.8%. Reaction SMILES: [F:1][C:2]1[C:3]([NH2:11])=[C:4]([NH2:10])[CH:5]=[C:6]([F:9])[C:7]=1[F:8].[C:12](O)(=[O:16])[C:13](O)=[O:14]>Cl>[F:1][C:2]1[C:7]([F:8])=[C:6]([F:9])[CH:5]=[C:4]2[C:3]=1[NH:11][C:12](=[O:16])[C:13](=[O:14])[NH:10]2. Reported procedure: To a brown solution of 3,4,5-trifluoro-1,2-phenylenediamine (285 mg, 1.75 mmol) in aqueous 2N HCl (10 mL) is added oxalic acid (221 mg, 1,75 mmol). The brown mixture is brought to reflux and stirred under N2 overnight. The mixture is filtered to yield 139 mg (37%) of crude title compound. An analytical sample is prepared by dissolving 42 mg of this brown powder in 2.5 mL-boiling ethanol. Upon cooling, brown, rod-like, crystals are formed, which are filtered and dried in vacuo to-yield 15 mg (36%... Starting materials: N (Ammonia), C(C)(=O)N[C@@H]1C[C@@H](CC1)C(=O)OC ((1R,3S)-methyl 3-acetamidocyclopentanecarboxylate). Run in CO (MeOH). Run at time 18 hour. The product is C(C)(=O)N[C@@H]1C[C@@H](CC1)C(=O)N ((1R,3S)-3-acetamidocyclopentanecarboxamide). RXN SMILES: [NH3:1].[C:2]([NH:5][C@H:6]1[CH2:10][CH2:9][C@@H:8]([C:11]([O:13]C)=O)[CH2:7]1)(=[O:4])[CH3:3]>CO>[C:2]([NH:5][C@H:6]1[CH2:10][CH2:9][C@@H:8]([C:11]([NH2:1])=[O:13])[CH2:7]1)(=[O:4])[CH3:3]. Reported procedure: Ammonia gas was passed into a solution of (1R,3S)-methyl 3-acetamidocyclopentanecarboxylate (180 mg, 0.96 mmol) in MeOH (5 ml) at −78° C. in a pressure bomb. The reaction mixture was slowly warmed up to room temperature and stirred for 18 h at 100° C. The reaction mixture was concentrated under reduced pressure to afford 150 mg of (1R,3S)-3-acetamidocyclopentanecarboxamide as brown oil. Reactants: CCO, O=C(c1ccc([N+](=O)[O-])cc1)N1Cc2cccn2Cc2ccoc21, NN. Yields the product Nc1ccc(C(=O)N2Cc3cccn3Cc3ccoc32)cc1. As a reaction SMILES: [CH2:27]([OH:28])[CH3:29].[N+:1]([O-:2])(=[O:3])[c:4]1[cH:5][cH:6][c:7]([C:8](=[O:9])[N:10]2[CH2:11][c:12]3[n:13]([cH:20][cH:21][cH:22]3)[CH2:14][c:15]3[c:16]2[o:17][cH:18][cH:19]3)[cH:23][cH:24]1.[NH2:25][NH2:26]>>[NH2:1][c:4]1[cH:5][cH:6][c:7]([C:8](=[O:9])[N:10]2[CH2:11][c:12]3[n:13]([cH:20][cH:21][cH:22]3)[CH2:14][c:15]3[c:16]2[o:17][cH:18][cH:19]3)[cH:23][cH:24]1. The reactants are S1C2=C(C=C1)C=C(C=C2)C(COCC2N(CCN(C2)C=O)C=O)O (1-(benzo[b]thiophen-5-yl)-2-[(1,4-diformylpiperazin-2-yl)methoxy]ethanol), Cl.C(C)O (hydrogen chloride ethanol). The solvent is CO (methanol). Reaction conditions: time 8 hour. Yields the product Cl.Cl.S1C2=C(C=C1)C=C(C=C2)C(COCC2NCCNC2)O (1-(benzo[b]thiophen-5-yl)-2-[(piperazin-2-yl)methoxy]ethanol dihydrochloride). RXN SMILES: [S:1]1[CH:5]=[CH:4][C:3]2[CH:6]=[C:7]([CH:10]([OH:24])[CH2:11][O:12][CH2:13][CH:14]3[CH2:19][N:18](C=O)[CH2:17][CH2:16][N:15]3C=O)[CH:8]=[CH:9][C:2]1=2.[ClH:25].C(O)C>CO>[ClH:25].[ClH:25].[S:1]1[CH:5]=[CH:4][C:3]2[CH:6]=[C:7]([CH:10]([OH:24])[CH2:11][O:12][CH2:13][CH:14]3[CH2:19][NH:18][CH2:17][CH2:16][NH:15]3)[CH:8]=[CH:9][C:2]1=2 |f:1.2,4.5.6|. Procedure: In 1.5 ml of methanol was dissolved 270 mg of 1-(benzo[b]thiophen-5-yl)-2-[(1,4-diformylpiperazin-2-yl)methoxy]ethanol. To the solution was added 1.5 ml of a 5N dry hydrogen chloride-ethanol solution. The resulting mixture was allowed to stand at room temperature overnight. The resulting crystals were collected by filtration, washed with ethanol, and dried to obtain 150 mg of 1-(benzo[b]thiophen-5-yl)-2-[(piperazin-2-yl)methoxy]ethanol dihydrochloride (compound No. 355).